From a dataset of the Open Reaction Database (ORD), a public repository of structured organic reaction records. describe an organic reaction: reactants, conditions, products, and yield Yields the product OC=1C=C(C=CC1)C1CC(N(C1)C=1C=C(C(=O)N)C=CC1)=O (3-[4-(3-hydroxyphenyl)-2-oxo-pyrrolidin-1-yl]benzamide). The reagents and catalysts are [Pd] (Pd/C). Reactants: C(C1=CC=CC=C1)OC=1C=C(C=CC1)C1CC(N(C1)C=1C=C(C(=O)N)C=CC1)=O (3-[4-(3-benzyloxyphenyl)-2-oxo-pyrrolidin-1-yl]benzamide). The yield is 86.9%. RXN SMILES: C([O:8][C:9]1[CH:10]=[C:11]([CH:15]2[CH2:19][N:18]([C:20]3[CH:21]=[C:22]([CH:26]=[CH:27][CH:28]=3)[C:23]([NH2:25])=[O:24])[C:17](=[O:29])[CH2:16]2)[CH:12]=[CH:13][CH:14]=1)C1C=CC=CC=1>CCO.[Pd]>[OH:8][C:9]1[CH:10]=[C:11]([CH:15]2[CH2:19][N:18]([C:20]3[CH:21]=[C:22]([CH:26]=[CH:27][CH:28]=3)[C:23]([NH2:25])=[O:24])[C:17](=[O:29])[CH2:16]2)[CH:12]=[CH:13][CH:14]=1. Solvent: CCO (EtOH). Run at time 4 hour. Procedure: To a solution of 3-[4-(3-benzyloxyphenyl)-2-oxo-pyrrolidin-1-yl]benzamide (1.2 g) in 50 mL EtOH was added 10% Pd/C (100 mg). The resulting mixture was stirred under H2 for 4 h, filtered, and concentrated under reduced pressure to give 0.8 g of crude product. Starting materials: Cc1cc(Br)ccc1C(=O)O, [Li]CCCC, C1CCOC1, CN(C)C=O. Product: Cc1cc(C=O)ccc1C(=O)O. Reaction SMILES: [Br:1][c:2]1[cH:3][c:4]([CH3:11])[c:5]([C:6](=[O:7])[OH:8])[cH:9][cH:10]1.[CH2:12]([Li:13])[CH2:14][CH2:15][CH3:16].[CH2:22]1[O:23][CH2:24][CH2:25][CH2:26]1.[CH3:17][N:18]([CH:19]=[O:20])[CH3:21]>>[c:2]1([CH:19]=[O:20])[cH:3][c:4]([CH3:11])[c:5]([C:6](=[O:7])[OH:8])[cH:9][cH:10]1. The reactants are FC(S(=O)(=O)O)(F)F (trifluoromethane sulfonic acid), C1(=CC=CC=C1)OC (anisole), FC(C(=O)O)(F)F (trifluoroacetic acid), ClC1=C(C=C2C(C(C(NC2=C1)SCC1=CC=C(C=C1)OC)C(=O)OCC)=O)F (ethyl 7-chloro-6-fluoro-2-(4-methoxybenzylthio)-4-oxo-dihydroquinoline-3-carboxylate). Conditions: temperature 0 celsius. Yields the product ClC1=C(C=C2C(C(=C(NC2=C1)S)C(=O)OCC)=O)F (ethyl 7-chloro-6-fluoro-2-mercapto-4-oxo-1,4-dihydroquinoline-3-carboxylate). Reaction SMILES: FC(F)(F)S(O)(=O)=O.C1(OC)C=CC=CC=1.FC(F)(F)C(O)=O.[Cl:24][C:25]1[CH:34]=[C:33]2[C:28]([C:29](=[O:50])[CH:30]([C:45]([O:47][CH2:48][CH3:49])=[O:46])[CH:31]([S:35]CC3C=CC(OC)=CC=3)[NH:32]2)=[CH:27][C:26]=1[F:51]>>[Cl:24][C:25]1[CH:34]=[C:33]2[C:28]([C:29](=[O:50])[C:30]([C:45]([O:47][CH2:48][CH3:49])=[O:46])=[C:31]([SH:35])[NH:32]2)=[CH:27][C:26]=1[F:51]. Procedure details: To 1.7 ml (0.01896mol) of trifluoromethane sulfonic acid were added 2.06 mol (0.0189 mol) of anisole and 8.8 ml (0.11378 mol) of trifluoroacetic acid and the mixture was cooled at 0° C. in an ice-sodium chloride bath. With stirring, 2.0 grams (0.0047 mol) of ethyl 7-chloro-6-fluoro-2-(4-methoxybenzylthio)-4-oxo-dihydroquinoline-3-carboxylate was added thereto and the mixture was stirred for about twenty minutes. Then trifluoroacetic acid and anisole were evaporated therefrom under reduced pressu...